This data is from the Open Reaction Database (ORD), a public repository of structured organic reaction records. The task is: describe an organic reaction: reactants, conditions, products, and yield Starting materials: [Br-], CCOC(=O)c1ccc(OCCBr)cc1, CCCC[N+](CCCC)(CCCC)CCCC, Cc1c(-c2cccnc2)[nH]c2ccccc12, CC#N, [K+], [OH-]. The product is CCOC(=O)c1ccc(OCCn2c(-c3cccnc3)c(C)c3ccccc32)cc1. Reaction SMILES: [Br-:34].[Br:19][CH2:20][CH2:21][O:22][c:23]1[cH:24][cH:25][c:26]([C:27](=[O:28])[O:29][CH2:30][CH3:31])[cH:32][cH:33]1.[CH2:35]([N+:36]([CH2:37][CH2:38][CH2:39][CH3:40])([CH2:41][CH2:42][CH2:43][CH3:44])[CH2:45][CH2:46][CH2:47][CH3:48])[CH2:49][CH2:50][CH3:51].[CH3:1][c:2]1[c:3](-[c:11]2[cH:12][n:13][cH:14][cH:15][cH:16]2)[nH:4][c:5]2[cH:6][cH:7][cH:8][cH:9][c:10]12.[CH3:52][C:53]#[N:54].[K+:18].[OH-:17]>>[CH3:1][c:2]1[c:3](-[c:11]2[cH:12][n:13][cH:14][cH:15][cH:16]2)[n:4]([CH2:20][CH2:21][O:22][c:23]2[cH:24][cH:25][c:26]([C:27](=[O:28])[O:29][CH2:30][CH3:31])[cH:32][cH:33]2)[c:5]2[cH:6][cH:7][cH:8][cH:9][c:10]12.